From a dataset of the Open Reaction Database (ORD), a public repository of structured organic reaction records. describe an organic reaction: reactants, conditions, products, and yield Procedure: Bis(trimethylsilyl)phosphonite was generated as described in WO 01/042252 using N,O-bis-(trimethylsilyl)acetamide (3.0 mL; 12.1 mmol) and ammonium hypophosphite (1.0 g; 12.0 mmol). The resulting reaction mixture was cooled to 0° C. and a solution of ethyl 2-({6-[(tert-butoxycarbonyl)amino]pyridin-3-yl}methyl)acrylate (0.72 g; 2.35 mmol), in methylene chloride (4 mL) was added dropwise. The reaction was stirred overnight at room temperature. Methanol was added at 0° C. followed by water. The reac... Run in C(Cl)Cl (methylene chloride), O (water). Product: C(C)(C)(C)OC(=O)NC1=CC=C(C=N1)CC(CP(O)=O)C(=O)OCC (2-({6-[(tert-butoxycarbonyl)amino]pyridin-3-yl}methyl)-3-ethoxy-3-oxopropylphosphinic acid). Conditions: temperature 0 celsius, time 8 hour. Reactants: C(C)(C)(C)OC(=O)NC1=CC=C(C=N1)CC(C(=O)OCC)=C (ethyl 2-({6-[(tert-butoxycarbonyl)amino]pyridin-3-yl}methyl)acrylate), C[Si](C)(C)OPO[Si](C)(C)C (Bis(trimethylsilyl)phosphonite), CO (Methanol), N,O-bis-(trimethylsilyl)acetamide, [PH2](=O)[O-].[NH4+] (ammonium hypophosphite). Yield: 64.0%. As a reaction SMILES: C[Si]([O:5][PH:6][O:7][Si](C)(C)C)(C)C.[PH2]([O-])=O.[NH4+].[C:16]([O:20][C:21]([NH:23][C:24]1[N:29]=[CH:28][C:27]([CH2:30][C:31](=[CH2:37])[C:32]([O:34][CH2:35][CH3:36])=[O:33])=[CH:26][CH:25]=1)=[O:22])([CH3:19])([CH3:18])[CH3:17].CO>C(Cl)Cl.O>[C:16]([O:20][C:21]([NH:23][C:24]1[N:29]=[CH:28][C:27]([CH2:30][CH:31]([C:32]([O:34][CH2:35][CH3:36])=[O:33])[CH2:37][PH:6](=[O:7])[OH:5])=[CH:26][CH:25]=1)=[O:22])([CH3:19])([CH3:17])[CH3:18] |f:1.2|. Reactants: [Mg] (magnesium), O1CCCC1 (tetrahydrofuran), BrC(C)Br (dibromo ethane), COC(CCCCCCCCCl)OC (1,1-dimethoxy-9-chlorononane). Reagents/catalysts: BrCC (bromoethane). The solvent is C1(=CC=CC=C1)C (toluene). Conditions: time 8 hour. Yields the product C(CCCCCCCCCC=CCC)=O (11-tetradecenal). RXN SMILES: [Mg].[O:2]1[CH2:6][CH2:5][CH2:4][CH2:3]1.Br[CH:8](Br)[CH3:9].CO[CH:13](OC)[CH2:14][CH2:15][CH2:16][CH2:17][CH2:18][CH2:19][CH2:20]CCl>C1(C)C=CC=CC=1.BrCC>[CH:3](=[O:2])[CH2:4][CH2:5][CH2:6][CH2:20][CH2:19][CH2:18][CH2:17][CH2:16][CH2:15][CH:14]=[CH:13][CH2:8][CH3:9]. Reported procedure: To 0.85 gm of magnesium in a thoroughly dried flask equipped with condensor and magnetic stirrer was added 5 mls of anhydrous tetrahydrofuran and 0.5 ml of dibromo ethane. A solution of 4.5 gms of 1,1-dimethoxy-9-chlorononane in 40 mls of toluene was added dropwise. When addition was half complete, a few drops of bromoethane were added and the addition was continued. The temperature was maintained at 75°±5° for two hours. The Grignard reagent was decanted into another flask and 100 mgs of cuprou... The reactants are ClCCCS(=O)(=O)N1CCC(CC1)C1=CNC2=C(C=C(C=C12)C1=CC=CC=C1)C(=O)N (3-{1-[(3-chloropropyl)sulfonyl]-4-piperidinyl}-5-phenyl-1H-indole-7-carboxamide), [I-].[Na+] (sodium iodide), C1(=CC=CC=C1)O (phenol), C(=O)([O-])[O-].[K+].[K+] (K2CO3). Product: C1(=CC=CC=C1)C=1C=C2C(=CNC2=C(C1)C(=O)N)C1CCN(CC1)S(=O)(=O)CCCOC1=CC=CC=C1 (5-phenyl-3-(1-{[3-(phenyloxy)propyl]sulfonyl}-4-piperidinyl)-1H-indole-7-carboxamide). Isolated yield 9.3%. As a reaction SMILES: Cl[CH2:2][CH2:3][CH2:4][S:5]([N:8]1[CH2:13][CH2:12][CH:11]([C:14]2[C:22]3[C:17](=[C:18]([C:29]([NH2:31])=[O:30])[CH:19]=[C:20]([C:23]4[CH:28]=[CH:27][CH:26]=[CH:25][CH:24]=4)[CH:21]=3)[NH:16][CH:15]=2)[CH2:10][CH2:9]1)(=[O:7])=[O:6].[C:32]1([OH:38])[CH:37]=[CH:36][CH:35]=[CH:34][CH:33]=1.C([O-])([O-])=O.[K+].[K+].[I-].[Na+]>>[C:23]1([C:20]2[CH:21]=[C:22]3[C:17](=[C:18]([C:29]([NH2:31])=[O:30])[CH:19]=2)[NH:16][CH:15]=[C:14]3[CH:11]2[CH2:12][CH2:13][N:8]([S:5]([CH2:4][CH2:3][CH2:2][O:38][C:32]3[CH:37]=[CH:36][CH:35]=[CH:34][CH:33]=3)(=[O:7])=[O:6])[CH2:9][CH2:10]2)[CH:28]=[CH:27][CH:26]=[CH:25][CH:24]=1 |f:2.3.4,5.6|. Procedure: Following the general procedure of example 159, 3-{1-[(3-chloropropyl)sulfonyl]-4-piperidinyl}-5-phenyl-1H-indole-7-carboxamide (40.0 mg, 0.087 mmol), phenol (94 mg, 0.87 mmol), K2CO3 (35.0 mg, 0.35 mmol) and sodium iodide (0.5 mg) were reacted to give the title compound (4.2 mg, 9.3%). The reactants are ClCCl, CC(C)(C)OC(=O)N1CCN(Cc2cccc(C(=O)NC(C)(C)C(F)(F)F)c2)CC1, O=C(O)C(F)(F)F. The product is CC(C)(NC(=O)c1cccc(CN2CCNCC2)c1)C(F)(F)F. Reaction SMILES: [Cl:38][CH2:39][Cl:40].[F:1][C:2]([C:3]([CH3:4])([CH3:5])[NH:6][C:7](=[O:8])[c:9]1[cH:10][c:11]([CH2:12][N:13]2[CH2:14][CH2:15][N:16]([C:19]([O:20][C:21]([CH3:22])([CH3:23])[CH3:24])=[O:25])[CH2:17][CH2:18]2)[cH:26][cH:27][cH:28]1)([F:29])[F:30].[OH:31][C:32]([C:33]([F:34])([F:35])[F:36])=[O:37]>>[F:1][C:2]([C:3]([CH3:4])([CH3:5])[NH:6][C:7](=[O:8])[c:9]1[cH:10][c:11]([CH2:12][N:13]2[CH2:14][CH2:15][NH:16][CH2:17][CH2:18]2)[cH:26][cH:27][cH:28]1)([F:29])[F:30]. The reactants are CCOC(=O)C(C)(C)Oc1ccc(OCCc2nc(-c3ccc(OC)cc3)oc2C)cc1, CCO, [Na+], [OH-]. Yields the product COc1ccc(-c2nc(CCOc3ccc(OC(C)(C)C(=O)O)cc3)c(C)o2)cc1. Reaction SMILES: [CH2:1]([CH3:2])[O:3][C:4]([C:5]([CH3:6])([CH3:7])[O:8][c:9]1[cH:10][cH:11][c:12]([O:15][CH2:16][CH2:17][c:18]2[n:19][c:20](-[c:24]3[cH:25][cH:26][c:27]([O:30][CH3:31])[cH:28][cH:29]3)[o:21][c:22]2[CH3:23])[cH:13][cH:14]1)=[O:32].[CH3:35][CH2:36][OH:37].[Na+:34].[OH-:33]>>[O:3]=[C:4]([C:5]([CH3:6])([CH3:7])[O:8][c:9]1[cH:10][cH:11][c:12]([O:15][CH2:16][CH2:17][c:18]2[n:19][c:20](-[c:24]3[cH:25][cH:26][c:27]([O:30][CH3:31])[cH:28][cH:29]3)[o:21][c:22]2[CH3:23])[cH:13][cH:14]1)[OH:32].